From a dataset of the Open Reaction Database (ORD), a public repository of structured organic reaction records. describe an organic reaction: reactants, conditions, products, and yield Product: Cc1oncc1C(=O)N1CCN(c2ccc(NC(=O)c3cnn(-c4ccc(F)cc4)c3C)cc2C#N)CC1. As a reaction SMILES: [C:16](#[N:17])[c:18]1[cH:19][c:20]([NH:30][C:31](=[O:32])[c:33]2[cH:34][n:35][n:36](-[c:39]3[cH:40][cH:41][c:42]([F:45])[cH:43][cH:44]3)[c:37]2[CH3:38])[cH:21][cH:22][c:23]1[N:24]1[CH2:25][CH2:26][NH:27][CH2:28][CH2:29]1.[CH3:1][c:2]1[c:3]([C:7](=[O:8])[Cl:9])[cH:4][n:5][o:6]1.[OH2:46].[cH:10]1[cH:11][cH:12][n:13][cH:14][cH:15]1>>[CH3:1][c:2]1[c:3]([C:7](=[O:8])[N:27]2[CH2:26][CH2:25][N:24]([c:23]3[c:18]([C:16]#[N:17])[cH:19][c:20]([NH:30][C:31](=[O:32])[c:33]4[cH:34][n:35][n:36](-[c:39]5[cH:40][cH:41][c:42]([F:45])[cH:43][cH:44]5)[c:37]4[CH3:38])[cH:21][cH:22]3)[CH2:29][CH2:28]2)[cH:4][n:5][o:6]1. Reactants: Cc1c(C(=O)Nc2ccc(N3CCNCC3)c(C#N)c2)cnn1-c1ccc(F)cc1, Cc1oncc1C(=O)Cl, O, c1ccncc1. Starting materials: CCN=C=O, Cc1ccc(N)cc1C(=O)c1ccc(Nc2ccc(F)cc2F)cc1Cl, C1COCCO1. The product is CCNC(=O)Nc1ccc(C)c(C(=O)c2ccc(Nc3ccc(F)cc3F)cc2Cl)c1. RXN SMILES: [CH2:27]([CH3:28])[N:29]=[C:30]=[O:31].[NH2:1][c:2]1[cH:3][cH:4][c:5]([CH3:26])[c:6]([C:8](=[O:9])[c:10]2[c:11]([Cl:25])[cH:12][c:13]([NH:16][c:17]3[c:18]([F:24])[cH:19][c:20]([F:23])[cH:21][cH:22]3)[cH:14][cH:15]2)[cH:7]1.[O:32]1[CH2:33][CH2:34][O:35][CH2:36][CH2:37]1>>[NH:1]([c:2]1[cH:3][cH:4][c:5]([CH3:26])[c:6]([C:8](=[O:9])[c:10]2[c:11]([Cl:25])[cH:12][c:13]([NH:16][c:17]3[c:18]([F:24])[cH:19][c:20]([F:23])[cH:21][cH:22]3)[cH:14][cH:15]2)[cH:7]1)[C:30]([NH:29][CH2:27][CH3:28])=[O:31]. Reactants: CC1=CCC(CC1)O (4-Methyl-3-cyclohexenol), C1(=CC=C(C=C1)S(=O)(=O)Cl)C (p-toluenesulfonyl chloride), Cl (HCl). The solvent is N1=CC=CC=C1 (pyridine). Reaction conditions: time 2 hour. The product is S(=O)(=O)(C1=CC=C(C)C=C1)OC1CC=C(CC1)C (4-Methyl-3-cyclohexenol tosylate). As a reaction SMILES: [CH3:1][C:2]1[CH2:7][CH2:6][CH:5]([OH:8])[CH2:4][CH:3]=1.[C:9]1([CH3:19])[CH:14]=[CH:13][C:12]([S:15](Cl)(=[O:17])=[O:16])=[CH:11][CH:10]=1.Cl>N1C=CC=CC=1>[S:15]([O:8][CH:5]1[CH2:6][CH2:7][C:2]([CH3:1])=[CH:3][CH2:4]1)([C:12]1[CH:13]=[CH:14][C:9]([CH3:19])=[CH:10][CH:11]=1)(=[O:17])=[O:16]. Procedure details: To a solution of alcohol 4C (R=methyl) (10 g) and p-toluenesulfonyl chloride (20.8 g) in anhydrous tetrahydrofaran (21 mL) at 0° C. is added anhydrous pyridine (21 mL). The reaction is allowed to stir in an ice bath for 2 hours, and is then allowed to stand at −20° C. for a further 16 hours. The reaction mixture is then poured into 2M HCl (75 mL) and extracted with ethyl acetate. The combined organic layers are extracted with brine and dried over sodium sulfate. The solvent is removed in vacuo. Reactants: FC1=C(C=CC=C1OC)C=1C=2N(C=CC1)N=C(N2)NC2=CC=C(C=C2)C2CCNCC2 ([8-(2-fluoro-3-methoxy-phenyl)-[1,2,4]-triazolo[1,5-a]pyridin-2-yl]-(4-piperidin-4-yl-phenyl)-amine), ClCC(=O)N(C)C (2-chloro-N,N-dimethyl-acetamide). Product: FC1=C(C=CC=C1OC)C=1C=2N(C=CC1)N=C(N2)NC2=CC=C(C=C2)C2CCN(CC2)CC(=O)N(C)C (2-(4-{4-[8-(2-Fluoro-3-methoxy-phenyl)-[1,2,4]-triazolo[1,5-a]pyridin-2-ylamino]-phenyl}-piperidin-1-yl)-N,N-dimethyl-acetamide), product. The yield is 42.0%. RXN SMILES: [F:1][C:2]1[C:7]([O:8][CH3:9])=[CH:6][CH:5]=[CH:4][C:3]=1[C:10]1[C:11]2[N:12]([N:16]=[C:17]([NH:19][C:20]3[CH:25]=[CH:24][C:23]([CH:26]4[CH2:31][CH2:30][NH:29][CH2:28][CH2:27]4)=[CH:22][CH:21]=3)[N:18]=2)[CH:13]=[CH:14][CH:15]=1.Cl[CH2:33][C:34]([N:36]([CH3:38])[CH3:37])=[O:35]>>[F:1][C:2]1[C:7]([O:8][CH3:9])=[CH:6][CH:5]=[CH:4][C:3]=1[C:10]1[C:11]2[N:12]([N:16]=[C:17]([NH:19][C:20]3[CH:25]=[CH:24][C:23]([CH:26]4[CH2:27][CH2:28][N:29]([CH2:33][C:34]([N:36]([CH3:38])[CH3:37])=[O:35])[CH2:30][CH2:31]4)=[CH:22][CH:21]=3)[N:18]=2)[CH:13]=[CH:14][CH:15]=1. Procedure details: 2-(4-{4-[8-(2-Fluoro-3-methoxy-phenyl)-[1,2,4]-triazolo[1,5-a]pyridin-2-ylamino]-phenyl}-piperidin-1-yl)-N,N-dimethyl-acetamide was prepared from [8-(2-fluoro-3-methoxy-phenyl)-[1,2,4]-triazolo[1,5-a]pyridin-2-yl]-(4-piperidin-4-yl-phenyl)-amine (0.150 g, 0.359 mmol) and 2-chloro-N,N-dimethyl-acetamide (0.055 mL, 0.539 mmol) in a manner analogous to Example 313 to give product (0.075 g, 42%). MP=237-240° C. 1H NMR (400 MHz, (D3C)2SO, δ, ppm): 9.62 (s, 1H), 8.82 (d, 1H), 7.60 (m, 3H), 7.25 (m, 3H... Yields the product CC(=O)Nc1nc2ccc(-c3ccnc(N(C)S(=O)(=O)c4ccc(F)cc4)n3)cc2s1. The reactants are CC(=O)Nc1nc2ccc(-c3ccnc(Cl)n3)cc2s1, CNS(=O)(=O)c1ccc(F)cc1, [H-], [Na+], CC(=O)[O-], CC(=O)[O-], CN(C)C=O, [Pd+2]. Reaction SMILES: [Cl:15][c:16]1[n:17][cH:18][cH:19][c:20](-[c:22]2[cH:23][c:24]3[c:25]([n:26][c:27]([NH:29][C:30]([CH3:31])=[O:32])[s:28]3)[cH:33][cH:34]2)[n:21]1.[F:1][c:2]1[cH:3][cH:4][c:5]([S:8](=[O:9])(=[O:10])[NH:11][CH3:12])[cH:6][cH:7]1.[H-:13].[Na+:14].[O-:36][C:37]([CH3:38])=[O:39].[O-:40][C:41]([CH3:42])=[O:43].[O:44]=[CH:45][N:46]([CH3:47])[CH3:48].[Pd+2:35]>>[F:1][c:2]1[cH:3][cH:4][c:5]([S:8](=[O:9])(=[O:10])[N:11]([CH3:12])[c:16]2[n:17][cH:18][cH:19][c:20](-[c:22]3[cH:23][c:24]4[c:25]([n:26][c:27]([NH:29][C:30]([CH3:31])=[O:32])[s:28]4)[cH:33][cH:34]3)[n:21]2)[cH:6][cH:7]1. The reactants are Br.NC1C(=O)OCC1 (α-amino-γ-butyrolactone hydrobromide), NC=1C(=NC=CC1)N1CCN(CC1)C(=O)C1=NC=C(C(=O)O)C=C1 (6-[1-(3-amino-2-pyridyl)piperazin-4-yl-carbonyl]nicotinic acid), C1(CCCCC1)N=C=NC1CCCCC1 (1.3-dicyclohexylcarbodimide), ON1N=NC2=C1C=CC=C2 (1-hydroxybenzotriazole). The solvent is C(C)N(CC)CC (triethylamine), C(Cl)Cl (methylene chloride), C(Cl)Cl (methylene chloride), O1CCCC1 (tetrahydrofuran). Reaction conditions: time 2 hour. Product: NC=1C(=NC=CC1)N1CCN(CC1)C(=O)C1=NC=C(C=C1)C(NC1C(OCC1)=O)=O (2-[1-(3-amino-2-pyridyl)piperazin-4-yl-carbonyl]-5-[N-(tetrahydro-2-furanon-3-yl)carbamoyl]pyridine). The yield is 71.0%. As a reaction SMILES: [NH2:1][C:2]1[C:3]([N:8]2[CH2:13][CH2:12][N:11]([C:14]([C:16]3[CH:24]=[CH:23][C:19]([C:20](O)=[O:21])=[CH:18][N:17]=3)=[O:15])[CH2:10][CH2:9]2)=[N:4][CH:5]=[CH:6][CH:7]=1.C1(N=C=NC2CCCCC2)CCCCC1.ON1C2C=CC=CC=2N=N1.Br.[NH2:51][CH:52]1[CH2:57][CH2:56][O:55][C:53]1=[O:54]>C(Cl)Cl.C(N(CC)CC)C.O1CCCC1>[NH2:1][C:2]1[C:3]([N:8]2[CH2:9][CH2:10][N:11]([C:14]([C:16]3[CH:24]=[CH:23][C:19]([C:20](=[O:21])[NH:51][CH:52]4[CH2:57][CH2:56][O:55][C:53]4=[O:54])=[CH:18][N:17]=3)=[O:15])[CH2:12][CH2:13]2)=[N:4][CH:5]=[CH:6][CH:7]=1 |f:3.4|. Reported procedure: 6-[1-(3-amino-2-pyridyl)piperazin-4-yl-carbonyl]nicotinic acid (1 g) was added to a co-solvent of tetrahydrofuran (25 ml) and methylene chloride (15 ml) and with the successive addition of 1.3-dicyclohexylcarbodimide (1.3 g) and 1-hydroxybenzotriazole (0.46 g) at 15° C.˜20° C., the mixture was stirred for 2 hours. A mixture of α-amino-γ-butyrolactone hydrobromide (1.1 g) and triethylamine (0.9 ml) was added again to the mixture at 20° C. and stirred at 20° C.˜25° C. for 3 hours. With the additio... The reactants are O=C(O)CC1c2ccccc2-c2ccccc2N1S(=O)(=O)c1ccc(Cl)c(Cl)c1, Cl, Cl, NC1CCC(CCN2CCCC2)CC1. As a reaction SMILES: [Cl:1][c:2]1[cH:3][c:4]([S:9](=[O:10])(=[O:11])[N:12]2[c:13]3[cH:14][cH:15][cH:16][cH:17][c:18]3-[c:19]3[cH:20][cH:21][cH:22][cH:23][c:24]3[CH:25]2[CH2:26][C:27](=[O:28])[OH:29])[cH:5][cH:6][c:7]1[Cl:8].[ClH:30].[ClH:31].[N:32]1([CH2:37][CH2:38][CH:39]2[CH2:40][CH2:41][CH:42]([NH2:45])[CH2:43][CH2:44]2)[CH2:33][CH2:34][CH2:35][CH2:36]1>>[Cl:1][c:2]1[cH:3][c:4]([S:9](=[O:10])(=[O:11])[N:12]2[c:13]3[cH:14][cH:15][cH:16][cH:17][c:18]3-[c:19]3[cH:20][cH:21][cH:22][cH:23][c:24]3[CH:25]2[CH2:26][C:27](=[O:29])[NH:45][CH:42]2[CH2:41][CH2:40][CH:39]([CH2:38][CH2:37][N:32]3[CH2:33][CH2:34][CH2:35][CH2:36]3)[CH2:44][CH2:43]2)[cH:5][cH:6][c:7]1[Cl:8]. Yields the product O=C(CC1c2ccccc2-c2ccccc2N1S(=O)(=O)c1ccc(Cl)c(Cl)c1)NC1CCC(CCN2CCCC2)CC1. Reactants: C(=O)(O)[O-].[Na+] (NaHCO3), CN(C)C=O (DMF), C(C(=O)Cl)(=O)Cl (oxalyl chloride), FC1=CC=C(C=C1)C1=CC=C2C=CNC2=C1 (6-(4-fluorophenyl)indole). Run in CO (methanol), C(Cl)Cl (CH2Cl2). Run at time 45 minute. Product: FC1=CC=C(C=C1)C1=CC=C2C(=CNC2=C1)C=O (6-(4-fluorophenyl)indole-3-carboxaldehyde). The yield is 72.1%. Reaction SMILES: CN(C=O)C.[C:6](Cl)(=[O:10])[C:7](Cl)=O.[F:12][C:13]1[CH:18]=[CH:17][C:16]([C:19]2[CH:27]=[C:26]3[C:22](C=[CH:24][NH:25]3)=[CH:21][CH:20]=2)=[CH:15][CH:14]=1.C([O-])(O)=O.[Na+]>CO.C(Cl)Cl>[F:12][C:13]1[CH:14]=[CH:15][C:16]([C:19]2[CH:27]=[C:26]3[C:22]([C:7]([CH:6]=[O:10])=[CH:24][NH:25]3)=[CH:21][CH:20]=2)=[CH:17][CH:18]=1 |f:3.4|. Reported procedure: To a solution of DMF (5.0 mL, 64 mmol) and CH2Cl2 (120 mL) was added oxalyl chloride (2.1 mL, 24 mmol). The mixture was stirred for 45 minutes at ambient temperature and then was decanted into a solution of 6-(4-fluorophenyl)indole (5.1 g, 24 mmol), which was prepared as described in International Application Number PCT/US92/05890 (4 Feb. 1993). The reaction mixture was stirred for 90 minutes at ambient temperature and the imminium salt was isolated by filtration. The solids were dissolved in me... Reactants: C(C)(C)(C)OC(=O)N1CCC(CC1)=O (4-oxo-piperidine-1-carboxylic acid tert-butyl ester), CC1=C(N)C=CC(=C1)C (2,4-dimethylaniline), C(C)(=O)O[BH-](OC(C)=O)OC(C)=O.[Na+] (sodium triacetoxyborohydride), Cl (HCl), C([O-])(O)=O.[Na+] (sodium bicarbonate), C(C)(=O)O (acetic acid), C(C)(C)(C)OC(=O)N1CCC(CC1)NC1=C(C=C(C=C1)C)C (4-(2,4-dimethyl-phenylamino)-piperidine-1-carboxylic acid tert-butyl ester). Run in C(C)(=O)OCC (ethyl acetate), ClCCCl (1,2-dichloroethane). Conditions: time 16 hour. The product is Cl.Cl.CC1=C(C=CC(=C1)C)NC1CCNCC1 ((2,4-dimethyl-phenyl)-piperidin-4-yl-amine dihydrochloride). Yield: 97.0%. Reaction SMILES: C(OC(N1CCC(=O)CC1)=O)(C)(C)C.CC1C=C(C)C=CC=1N.C(O)(=O)C.C(O[BH-](OC(=O)C)OC(=O)C)(=O)C.[Na+].C(=O)(O)[O-].[Na+].C(OC([N:54]1[CH2:59][CH2:58][CH:57]([NH:60][C:61]2[CH:66]=[CH:65][C:64]([CH3:67])=[CH:63][C:62]=2[CH3:68])[CH2:56][CH2:55]1)=O)(C)(C)C.[ClH:69]>ClCCCl.C(OCC)(=O)C>[ClH:69].[ClH:69].[CH3:68][C:62]1[CH:63]=[C:64]([CH3:67])[CH:65]=[CH:66][C:61]=1[NH:60][CH:57]1[CH2:58][CH2:59][NH:54][CH2:55][CH2:56]1 |f:3.4,5.6,11.12.13|. Reported procedure: To a stirred solution of 4-oxo-piperidine-1-carboxylic acid tert-butyl ester (1 g, 0.00502 mole) in dry 1,2-dichloroethane (10 mL) (under an atmosphere of nitrogen for 10 minutes) was added 2,4-dimethylaniline (0.73 g, 0.00602 mole), followed by acetic acid (0.301 g, 0.005 mole) and sodium triacetoxyborohydride (1.596 g, 0.00753 mole) portionwise. The resulting mixture was stirred at ambient temperature for a further 16 hours. The reaction mixture was basified with sodium bicarbonate solution an... Reactants: COC=1C=C2C(=CC=NC2=CC1OC)OC1=CC=C(C=C1)N (6,7-Dimethoxy-4-(4-aminophenoxy)quinoline), C(C1=CC=CC=C1)(=O)OCCCC (4-butyl benzoate), CN(C=O)C (N,N-dimethylformamide), Cl.C(C)N=C=NCCCN(C)C (1-ethyl-3-(3'-dimethylaminopropyl)carbodiimide hydrochloride). Reaction conditions: time 22 hour. Product: COC=1C=C2C(=CC=NC2=CC1OC)OC1=CC=C(C=C1)NC(=O)C1=CC=C(C=C1)CCCC (N-{4-[(6,7-Dimethoxy-4-quinolinyl)oxy]phenyl}-(4-butylphenyl)carboxamide). The yield is 78.0%. As a reaction SMILES: [CH3:1][O:2][C:3]1[CH:4]=[C:5]2[C:10](=[CH:11][C:12]=1[O:13][CH3:14])[N:9]=[CH:8][CH:7]=[C:6]2[O:15][C:16]1[CH:21]=[CH:20][C:19]([NH2:22])=[CH:18][CH:17]=1.[C:23]([O:31]CCCC)(=O)[C:24]1[CH:29]=[CH:28][CH:27]=[CH:26][CH:25]=1.Cl.C(N=C=N[CH2:42][CH2:43][CH2:44]N(C)C)C.[CH3:48]N(C)C=O>>[CH3:1][O:2][C:3]1[CH:4]=[C:5]2[C:10](=[CH:11][C:12]=1[O:13][CH3:14])[N:9]=[CH:8][CH:7]=[C:6]2[O:15][C:16]1[CH:17]=[CH:18][C:19]([NH:22][C:23]([C:24]2[CH:25]=[CH:26][C:27]([CH2:48][CH2:44][CH2:43][CH3:42])=[CH:28][CH:29]=2)=[O:31])=[CH:20][CH:21]=1 |f:2.3|. Procedure: 6,7-Dimethoxy-4-(4-aminophenoxy)quinoline (54 mg) and commercially available 4-butyl benzoate (54 mg) were dissolved in N,N-dimethylformamide (2 ml), 1-ethyl-3-(3'-dimethylaminopropyl)carbodiimide hydrochloride (85 mg) was added, and the admixture was stirred at room temperature for 22 hours. The reaction mixture was then purified in the same manner as described in Example 51 to obtain 65 mg of the title compound (yield: 78%).